This data is from the Open Reaction Database (ORD), a public repository of structured organic reaction records. The task is: describe an organic reaction: reactants, conditions, products, and yield Starting materials: CC(=O)O, ClCCl, CO, C[Si](C)(C)C=[N+]=[N-], CCCCCC, COCOc1cc(C(C)C)ccc1C(=O)O. The product is COCOc1cc(C(C)C)ccc1C(=O)OC. RXN SMILES: [C:29]([OH:30])(=[O:31])[CH3:32].[CH2:1]([Cl:2])[Cl:3].[CH3:20][OH:21].[CH3:22][Si:23]([CH:24]=[N+:25]=[N-:26])([CH3:27])[CH3:28].[CH3:33][CH2:34][CH2:35][CH2:36][CH2:37][CH3:38].[CH:4]([CH3:5])([CH3:6])[c:7]1[cH:8][c:9]([O:16][CH2:17][O:18][CH3:19])[c:10]([C:11](=[O:12])[OH:13])[cH:14][cH:15]1>>[CH:4]([CH3:5])([CH3:6])[c:7]1[cH:8][c:9]([O:16][CH2:17][O:18][CH3:19])[c:10]([C:11](=[O:12])[O:13][CH3:22])[cH:14][cH:15]1.